This data is from the Open Reaction Database (ORD), a public repository of structured organic reaction records. The task is: describe an organic reaction: reactants, conditions, products, and yield Reactants: ClC(Cl)Cl, FC(F)(F)c1ccc(-n2ccc3c(Cl)nccc32)c(Cl)c1, ClCCl, O=C(OO)c1cccc(Cl)c1. Product: [O-][n+]1ccc2c(ccn2-c2ccc(C(F)(F)F)cc2Cl)c1Cl. Reaction SMILES: [CH:33]([Cl:34])([Cl:35])[Cl:36].[Cl:1][c:2]1[n:3][cH:4][cH:5][c:6]2[c:7]1[cH:8][cH:9][n:10]2-[c:11]1[c:12]([Cl:21])[cH:13][c:14]([C:17]([F:18])([F:19])[F:20])[cH:15][cH:16]1.[Cl:37][CH2:38][Cl:39].[OH:22][O:23][C:24]([c:25]1[cH:26][c:27]([Cl:28])[cH:29][cH:30][cH:31]1)=[O:32]>>[Cl:1][c:2]1[n+:3]([O-:22])[cH:4][cH:5][c:6]2[c:7]1[cH:8][cH:9][n:10]2-[c:11]1[c:12]([Cl:21])[cH:13][c:14]([C:17]([F:18])([F:19])[F:20])[cH:15][cH:16]1. The reactants are CS(=O)(=O)OC1CC(COCC(=O)NC(N)=O)N(C(=O)OCc2ccccc2)C1, CO, [H][H], C1CCOC1, [OH-], [OH-], [Pd+2]. Product: CS(=O)(=O)OC1CNC(COCC(=O)NC(N)=O)C1. As a reaction SMILES: [CH2:1]([O:2][C:3](=[O:4])[N:11]1[CH:12]([CH2:21][O:22][CH2:23][C:24](=[O:25])[NH:26][C:27](=[O:28])[NH2:29])[CH2:13][CH:14]([O:16][S:17](=[O:18])(=[O:19])[CH3:20])[CH2:15]1)[c:5]1[cH:6][cH:7][cH:8][cH:9][cH:10]1.[CH3:32][OH:33].[H:30][H:31].[O:34]1[CH2:35][CH2:36][CH2:37][CH2:38]1.[OH-:39].[OH-:41].[Pd+2:40]>>[NH:11]1[CH:12]([CH2:21][O:22][CH2:23][C:24](=[O:25])[NH:26][C:27](=[O:28])[NH2:29])[CH2:13][CH:14]([O:16][S:17](=[O:18])(=[O:19])[CH3:20])[CH2:15]1. Reactants: O=CC(O)C(O)C(O)CO, O=C(CO)C(O)C(O)CO, O=C(CO)C(O)C(O)CO. Yields the product OCC(O)C(O)C(O)CO. As a reaction SMILES: [O:21]=[CH:22][CH:23]([CH:24]([CH:25]([CH2:26][OH:27])[OH:28])[OH:29])[OH:30].[OH:11][CH2:12][C:13]([CH:14]([CH:15]([CH2:16][OH:17])[OH:18])[OH:19])=[O:20].[OH:1][CH2:2][C:3](=[O:4])[CH:5]([OH:6])[CH:7]([OH:8])[CH2:9][OH:10]>>[OH:1][CH2:2][CH:3]([OH:4])[CH:5]([OH:6])[CH:7]([OH:8])[CH2:9][OH:10].